From a dataset of the Open Reaction Database (ORD), a public repository of structured organic reaction records. describe an organic reaction: reactants, conditions, products, and yield Reactants: BrC=1C=NC=2N(C1)N=C(N2)C(C)(C)C (6-bromo-2-tert-butyl-[1,2,4]triazolo[1,5-a]pyrimidine), C(#C)[Si](C)(C)C (ethynyl-trimethyl-silane). Yields the product C(C)(C)(C)C1=NN2C(N=CC(=C2)C#C[Si](C)(C)C)=N1 (2-tert-Butyl-6-trimethylsilanylethynyl-[1,2,4]triazolo[1,5-a]pyrimidine). As a reaction SMILES: Br[C:2]1[CH:3]=[N:4][C:5]2[N:6]([N:8]=[C:9]([C:11]([CH3:14])([CH3:13])[CH3:12])[N:10]=2)[CH:7]=1.[C:15]([Si:17]([CH3:20])([CH3:19])[CH3:18])#[CH:16]>>[C:11]([C:9]1[N:10]=[C:5]2[N:4]=[CH:3][C:2]([C:16]#[C:15][Si:17]([CH3:20])([CH3:19])[CH3:18])=[CH:7][N:6]2[N:8]=1)([CH3:14])([CH3:13])[CH3:12]. Reported procedure: The title compound, a light yellow solid, MS: m/e=273.3 (M+H+), can be prepared in accordance with the general method of example 1 from 6-bromo-2-tert-butyl-[1,2,4]triazolo[1,5-a]pyrimidine (example 42, step 1) and ethynyl-trimethyl-silane. The reactants are COC(C1=NC(=CC(=C1)Cl)Cl)=O (4,6-dichloro picolinic acid methyl ester), resultant mixture, FC(C=1C=C(C=CC1)O)(F)F (3-(trifluoromethyl) phenol), [H-].[Na+] (Sodium hydride), O (water). Reagents/catalysts: [Cu](I)I (copper iodide). The solvent is O1CCOCC1 (dioxane), O1CCOCC1 (dioxane). Reaction conditions: temperature 125 celsius, time 10 hour. Product: ClC1=CC(=NC(=C1)OC1=CC(=CC=C1)C(F)(F)F)C(=O)O (4-chloro-6-[3-(trifluoromethyl)phenoxy] picolinic acid). As a reaction SMILES: [F:1][C:2]([F:11])([F:10])[C:3]1[CH:4]=[C:5]([OH:9])[CH:6]=[CH:7][CH:8]=1.[H-].[Na+].C[O:15][C:16](=[O:25])[C:17]1[CH:22]=[C:21]([Cl:23])[CH:20]=[C:19](Cl)[N:18]=1.O>O1CCOCC1.[Cu](I)I>[Cl:23][C:21]1[CH:20]=[C:19]([O:9][C:5]2[CH:6]=[CH:7][CH:8]=[C:3]([C:2]([F:10])([F:11])[F:1])[CH:4]=2)[N:18]=[C:17]([C:16]([OH:25])=[O:15])[CH:22]=1 |f:1.2|. Procedure details: 3-(trifluoromethyl) phenol (3.15 g, 0.0019 mol) was dissolved in 50 ml of dried dioxane. Sodium hydride (0.8 g (ca. 60% in mineral oil), 0.0019×1.05 mol) was added to the obtained solution at room temperature. After completion of the foaming, a solution obtained by dissolving 4,6-dichloro picolinic acid methyl ester (4.0 g, 0.0019 mol) in 5 ml of dried dioxane, was dropped into the above solution. Successively, copper iodide (3.7 g, 0.0019×1.0 mol) was added to the obtained solution. The resulta... Starting materials: COC=1C=C(CC2CCC3=C2NC(=C3)C(=O)OC)C=CC1 (methyl 6-(3-methoxybenzyl)-1,4,5,6-tetrahydrocyclopenta[b]pyrrole-2-carboxylate), [OH-].[Li+] (lithium hydroxide), CO (methanol). Run in C1CCOC1 (THF). The product is COC=1C=C(CC2CCC3=C2NC(=C3)C(=O)O)C=CC1 (6-(3-methoxybenzyl)-1,4,5,6-tetrahydrocyclopenta[b]pyrrole-2-carboxylic acid). RXN SMILES: [CH3:1][O:2][C:3]1[CH:4]=[C:5]([CH:19]=[CH:20][CH:21]=1)[CH2:6][CH:7]1[C:11]2[NH:12][C:13]([C:15]([O:17]C)=[O:16])=[CH:14][C:10]=2[CH2:9][CH2:8]1.[OH-].[Li+].CO>C1COCC1>[CH3:1][O:2][C:3]1[CH:4]=[C:5]([CH:19]=[CH:20][CH:21]=1)[CH2:6][CH:7]1[C:11]2[NH:12][C:13]([C:15]([OH:17])=[O:16])=[CH:14][C:10]=2[CH2:9][CH2:8]1 |f:1.2|. Procedure details: The title compound was synthesized from methyl 6-(3-methoxybenzyl)-1,4,5,6-tetrahydrocyclopenta[b]pyrrole-2-carboxylate (127 mg, 0.45 mmol) and lithium hydroxide (188 mg, 4.50 mmol in 1 mL water), according to General Procedure 7. A 1:1 mixture of methanol (MeOH) and THF (2 mL) was used. The resulting product was purified by chromatography, eluting with heptane-EtOAc, gradient 0 to 50% EtOAc. 80 mg. 1H NMR (400 MHz, CHLOROFORM-d) δ ppm 2.10-2.21 (m, 1H) 2.53-2.76 (m, 4H) 2.91-2.99 (m, 1H) 3.34-3... The reactants are CC(=O)OC(C)=O, COc1cccc(C#N)c1, O=[N+]([O-])O. Yields the product COc1cc(C#N)ccc1[N+](=O)[O-]. RXN SMILES: [CH3:15][C:16]([O:17][C:18](=[O:19])[CH3:20])=[O:21].[CH3:1][O:2][c:3]1[cH:4][c:5]([C:6]#[N:7])[cH:8][cH:9][cH:10]1.[OH:11][N+:12]([O-:13])=[O:14]>>[CH3:1][O:2][c:3]1[cH:4][c:5]([C:6]#[N:7])[cH:8][cH:9][c:10]1[N+:12](=[O:11])[O-:13]. Starting materials: S(=O)(Cl)Cl (Thionyl chloride), BrC1=CN2C(S1)=C(N=C2)C(=O)O (2-bromoimidazo[5,1-b]thiazole-7-carboxylic acid). Solvent: C1(=CC=CC=C1)C (toluene). The product is BrC1=CN2C(S1)=C(N=C2)C(=O)Cl (2-bromoimidazo[5,1-b]thiazole-7-carboxylic acid chloride). Yield: 100.4%. Reaction SMILES: S(Cl)([Cl:3])=O.[Br:5][C:6]1[S:10][C:9]2=[C:11]([C:14]([OH:16])=O)[N:12]=[CH:13][N:8]2[CH:7]=1>C1(C)C=CC=CC=1>[Br:5][C:6]1[S:10][C:9]2=[C:11]([C:14]([Cl:3])=[O:16])[N:12]=[CH:13][N:8]2[CH:7]=1. Procedure: Thionyl chloride (0.1 ml, 1.37 mmol) was added dropwise to a solution of 2-bromoimidazo[5,1-b]thiazole-7-carboxylic acid (97 mg, 0.39 mmol) in toluene (10 ml), and the mixture was heated under reflux for 1.5 hr. The excessive amount of thionyl chloride was removed at the atmospheric pressure, and the solvent was then removed by distillation under the reduced pressure to give 2-bromoimidazo[5,1-b]thiazole-7-carboxylic acid chloride (104 mg, quantitative) as a light brown solid. Reactants: C[N+]1(CCOCC1)[O-] (NMO), C[C@@H]1CN(C[C@@H](O1)C)C1=C(C(=C(C=C1CO)C(=O)C1=CC=CC=C1)F)F ({4-[(2R,6S)-2,6-dimethylmorpholin-4-yl]-2,3-difluoro-5-(hydroxymethyl)phenyl}(phenyl)methanone), C[C@@H]1CN(C[C@@H](O1)C)C1=C(C(=C(C=C1CO)C(=O)C1=CC=CC=C1)F)F ({4-[(2R,6S)-2,6-dimethylmorpholin-4-yl]-2,3-difluoro-5-(hydroxymethyl)phenyl}(phenyl)methanone). The reagents and catalysts are CCC[N+](CCC)(CCC)CCC.[O-][Ru](=O)(=O)=O (TPAP). Solvent: C(Cl)Cl.CC#N (CH2Cl2 CH3CN). Reaction conditions: time 12 hour. Yields the product C[C@@H]1CN(C[C@@H](O1)C)C1=C(C=O)C=C(C(=C1F)F)C(=O)C1=CC=CC=C1 (2-[(2R,6S)-2,6-dimethylmorpholin-4-yl]-3,4-difluoro-5-(phenylcarbonyl)benzaldehyde). Reaction SMILES: C[N+]1([O-])CCOCC1.[CH3:9][C@H:10]1[O:15][C@@H:14]([CH3:16])[CH2:13][N:12]([C:17]2[C:22]([CH2:23][OH:24])=[CH:21][C:20]([C:25]([C:27]3[CH:32]=[CH:31][CH:30]=[CH:29][CH:28]=3)=[O:26])=[C:19]([F:33])[C:18]=2[F:34])[CH2:11]1>C(Cl)Cl.CC#N.CCC[N+](CCC)(CCC)CCC.[O-][Ru](=O)(=O)=O>[CH3:16][C@H:14]1[O:15][C@@H:10]([CH3:9])[CH2:11][N:12]([C:17]2[C:18]([F:34])=[C:19]([F:33])[C:20]([C:25]([C:27]3[CH:32]=[CH:31][CH:30]=[CH:29][CH:28]=3)=[O:26])=[CH:21][C:22]=2[CH:23]=[O:24])[CH2:13]1 |f:2.3,4.5|. Procedure details: NMO (295 mg, 0.0025 mmol) and TPAP (44 mg, 0.0001 mmol) were added to a stirred solution of {4-[(2R,6S)-2,6-dimethylmorpholin-4-yl]-2,3-difluoro-5-(hydroxymethyl)phenyl}(phenyl)methanone (Intermediate 23, 450 mg, 0.001 mmol) in anhydrous CH2Cl2:CH3CN (1:1, 10 mL) at 0° C., and the mixture was stirred for 12 hours with warming to room temperature. The solvents were removed and the residue was purified over a silica gel chromatography column using ethyl acetate-pet. ether gradient, providing the t...